The task is: describe an organic reaction: reactants, conditions, products, and yield. This data is from the Open Reaction Database (ORD), a public repository of structured organic reaction records. Product: N#Cc1c(N2CCN(C(=O)c3ccco3)CC2)c2cc(Cl)cnc2n(Cc2ccccc2)c1=O. As a reaction SMILES: [Br:28][CH2:29][c:30]1[cH:31][cH:32][cH:33][cH:34][cH:35]1.[Cl:1][c:2]1[cH:3][c:4]2[c:5]([N:15]3[CH2:16][CH2:17][N:18]([C:21](=[O:22])[c:23]4[o:24][cH:25][cH:26][cH:27]4)[CH2:19][CH2:20]3)[c:6]([C:13]#[N:14])[c:7](=[O:12])[nH:8][c:9]2[n:10][cH:11]1>>[Cl:1][c:2]1[cH:3][c:4]2[c:5]([N:15]3[CH2:16][CH2:17][N:18]([C:21](=[O:22])[c:23]4[o:24][cH:25][cH:26][cH:27]4)[CH2:19][CH2:20]3)[c:6]([C:13]#[N:14])[c:7](=[O:12])[n:8]([CH2:29][c:30]3[cH:31][cH:32][cH:33][cH:34][cH:35]3)[c:9]2[n:10][cH:11]1. The reactants are BrCc1ccccc1, N#Cc1c(N2CCN(C(=O)c3ccco3)CC2)c2cc(Cl)cnc2[nH]c1=O. Starting materials: Cc1cc(Br)ccc1C#N, O=C([O-])[O-], CC1(C)OB(c2ccc(-n3c(CC4CCN(C(=O)C5CC5)C4)n[nH]c3=O)c(F)c2)OC1(C)C, [K+], [K+], C1COCCO1. Yields the product Cc1cc(-c2ccc(-n3c(CC4CCN(C(=O)C5CC5)C4)n[nH]c3=O)c(F)c2)ccc1C#N. RXN SMILES: [Br:34][c:35]1[cH:36][c:37]([CH3:43])[c:38]([C:39]#[N:40])[cH:41][cH:42]1.[C:44](=[O:45])([O-:46])[O-:47].[CH:1]1([C:4](=[O:5])[N:6]2[CH2:7][CH:8]([CH2:11][c:12]3[n:13](-[c:18]4[c:19]([F:33])[cH:20][c:21]([B:24]5[O:25][C:26]([CH3:27])([CH3:28])[C:29]([CH3:30])([CH3:31])[O:32]5)[cH:22][cH:23]4)[c:14](=[O:17])[nH:15][n:16]3)[CH2:9][CH2:10]2)[CH2:2][CH2:3]1.[K+:48].[K+:49].[O:50]1[CH2:51][CH2:52][O:53][CH2:54][CH2:55]1>>[CH:1]1([C:4](=[O:5])[N:6]2[CH2:7][CH:8]([CH2:11][c:12]3[n:13](-[c:18]4[c:19]([F:33])[cH:20][c:21](-[c:35]5[cH:36][c:37]([CH3:43])[c:38]([C:39]#[N:40])[cH:41][cH:42]5)[cH:22][cH:23]4)[c:14](=[O:17])[nH:15][n:16]3)[CH2:9][CH2:10]2)[CH2:2][CH2:3]1. The product is Cc1nc2cnc(Cl)cc2c(=O)n1-c1ccc(OCCCN2CCCCC2)cc1. RXN SMILES: [Br:40][CH2:41][CH2:42][CH2:43][N:44]1[CH2:45][CH2:46][CH2:47][CH2:48][CH2:49]1.[BrH:39].[C:50](=[O:51])([O-:52])[O-:53].[CH3:12][C:13]([O:14][C:15](=[O:16])[CH3:17])=[O:18].[CH3:56][N:57]([CH3:58])[CH:59]=[O:60].[Cl:19][c:20]1[cH:21][c:22]2[c:23]([n:24][c:25]([CH3:36])[n:26](-[c:29]3[cH:30][cH:31][c:32]([OH:35])[cH:33][cH:34]3)[c:27]2=[O:28])[cH:37][n:38]1.[K+:54].[K+:55].[NH2:1][c:2]1[c:3]([C:4]([OH:5])=[O:6])[cH:7][c:8]([Cl:9])[n:10][cH:11]1>>[Cl:19][c:20]1[cH:21][c:22]2[c:23]([n:24][c:25]([CH3:36])[n:26](-[c:29]3[cH:30][cH:31][c:32]([O:35][CH2:41][CH2:42][CH2:43][N:44]4[CH2:45][CH2:46][CH2:47][CH2:48][CH2:49]4)[cH:33][cH:34]3)[c:27]2=[O:28])[cH:37][n:38]1. Reactants: BrCCCN1CCCCC1, Br, O=C([O-])[O-], CC(=O)OC(C)=O, CN(C)C=O, Cc1nc2cnc(Cl)cc2c(=O)n1-c1ccc(O)cc1, [K+], [K+], Nc1cnc(Cl)cc1C(=O)O. Starting materials: CC(C)(NC(=O)C(COCc1ccccc1)NC(=O)c1ccccc1)c1ccccc1, CC(=O)O, CCO, [H][H]. Product: CC(C)(NC(=O)C(CO)NC(=O)c1ccccc1)c1ccccc1. Reaction SMILES: [CH3:1][C:2]([c:3]1[cH:4][cH:5][cH:6][cH:7][cH:8]1)([CH3:9])[NH:10][C:11]([CH:12]([CH2:13][O:14][CH2:15][c:16]1[cH:17][cH:18][cH:19][cH:20][cH:21]1)[NH:22][C:23]([c:24]1[cH:25][cH:26][cH:27][cH:28][cH:29]1)=[O:30])=[O:31].[CH3:34][C:35](=[O:36])[OH:37].[CH3:38][CH2:39][OH:40].[H:32][H:33]>>[CH3:1][C:2]([c:3]1[cH:4][cH:5][cH:6][cH:7][cH:8]1)([CH3:9])[NH:10][C:11]([CH:12]([CH2:13][OH:14])[NH:22][C:23]([c:24]1[cH:25][cH:26][cH:27][cH:28][cH:29]1)=[O:30])=[O:31]. Reactants: ClCCC(F)(F)F (1-chloro-3,3,3-trifluoropropane), Cl[SiH](Cl)Cl (trichlorosilane). Reagents/catalysts: C(CCC)P(CCCC)CCCC (tri-n-butylphosphine). Product: FC(CC[Si](Cl)(Cl)Cl)(F)F ((3,3,3-trifluoropropyl)trichlorosilane). Isolated yield 90.7%. Reaction SMILES: Cl[CH2:2][CH2:3][C:4]([F:7])([F:6])[F:5].[Cl:8][SiH:9]([Cl:11])[Cl:10]>C(P(CCCC)CCCC)CCC>[F:5][C:4]([F:7])([F:6])[CH2:3][CH2:2][Si:9]([Cl:11])([Cl:10])[Cl:8]. Procedure details: In the same apparatus and procedure as Example 1 above, 0.15 g (0.75 mmol) of tri-n-butylphosphine, 1.33 g (10.0 mmol) of 1-chloro-3,3,3-trifluoropropane, and 6.77 g (50.0 mmol) of trichlorosilane were reacted at 150° C. for 15 hrs. The resulting mixture was distilled to give 2.1 g of (3,3,3-trifluoropropyl)trichlorosilane (bp; 114° C., yield; 90%). The reactants are O=C(O)c1ccc(CBr)c([N+](=O)[O-])c1, CO, CCOC(C)=O, CC#N, ClC(Cl)Cl, [Na+], O=C([O-])O. Yields the product O=C(O)c1ccc(CO)c([N+](=O)[O-])c1. As a reaction SMILES: [Br:1][CH2:2][c:3]1[c:4]([N+:12](=[O:13])[O-:14])[cH:5][c:6]([C:7](=[O:8])[OH:9])[cH:10][cH:11]1.[CH3:24][OH:25].[CH3:26][CH2:27][O:28][C:29]([CH3:30])=[O:31].[CH3:32][C:33]#[N:34].[CH:20]([Cl:21])([Cl:22])[Cl:23].[Na+:19].[O-:15][C:16]([OH:17])=[O:18]>>[CH2:2]([c:3]1[c:4]([N+:12](=[O:13])[O-:14])[cH:5][c:6]([C:7](=[O:8])[OH:9])[cH:10][cH:11]1)[OH:15]. Starting materials: ClC(Cl)Cl, O=c1ccccn1CCCO, O=S(Cl)Cl. The product is O=c1ccccn1CCCCl. As a reaction SMILES: [Cl:16][CH:17]([Cl:18])[Cl:19].[OH:5][CH2:6][CH2:7][CH2:8][n:9]1[c:10](=[O:15])[cH:11][cH:12][cH:13][cH:14]1.[S:1]([Cl:2])([Cl:3])=[O:4]>>[Cl:3][CH2:6][CH2:7][CH2:8][n:9]1[c:10](=[O:15])[cH:11][cH:12][cH:13][cH:14]1.